From a dataset of the Open Reaction Database (ORD), a public repository of structured organic reaction records. describe an organic reaction: reactants, conditions, products, and yield Reaction conditions: time 2 hour. Yields the product IC1=CC=C(C=C1)N1C(=NC2=C1C=CC=C2)C (1-(4-iodophenyl)-2-methylbenzimidazole). Procedure details: Ethyl acetimidate hydrochloride (6.757 g, 54.9 mmol) was added to a suspension of N-(4-iodophenyl)-1,2-diaminobenzene (6.812 g, 22.0 mmol) in absolute ethanol (30 ml) at room temperature. After 2 hours, 50 ml of ice cold 2N aqueous sodium hydroxide was added and the product was extracted into ethyl acetate (2×100 ml). The extracts were washed with water (3×100 ml), dried (MgSO4) and concentrated under reduced pressure to give 1-(4-iodophenyl)-2-methylbenzimidazole, 6.695 g as a white solid, m.p.... Reaction SMILES: Cl.[C:2](=[NH:7])(OCC)[CH3:3].[I:8][C:9]1[CH:14]=[CH:13][C:12]([NH:15][C:16]2[CH:21]=[CH:20][CH:19]=[CH:18][C:17]=2N)=[CH:11][CH:10]=1>C(O)C>[I:8][C:9]1[CH:14]=[CH:13][C:12]([N:15]2[C:16]3[CH:17]=[CH:18][CH:19]=[CH:20][C:21]=3[N:7]=[C:2]2[CH3:3])=[CH:11][CH:10]=1 |f:0.1|. The solvent is C(C)O (ethanol). Reactants: Cl.C(C)(OCC)=N (Ethyl acetimidate hydrochloride), IC1=CC=C(C=C1)NC1=C(C=CC=C1)N (N-(4-iodophenyl)-1,2-diaminobenzene), ice. The reactants are CC(=O)C (acetone), CC1(N2C([C@@H]([C@H]2CCO1)[N+]#[C-])=O)C ((6R,7R)-2,2-dimethyl-7-isocyano-1-aza-3-oxabicyclo[4.2.0]octan-8-one), C(CCC)[Li] (n-butyllithium), C(C)(=O)O (Acetic acid). The solvent is O1CCCC1 (tetrahydrofuran), O1CCCC1 (tetrahydrofuran), CCCCCC (hexane). Run at temperature -70 celsius, time 15 minute. Product: CC1(N2C([C@]([C@H]2CCO1)([N+]#[C-])C(C)(C)O)=O)C ((6R,7R)-2,2-dimethyl-7-(1-hydroxy-1-methylethyl)-7-isocyano-1-aza-3-oxabicyclo[4.2.0]octan-8-one). As a reaction SMILES: [CH3:1][C:2]1([CH3:13])[O:9][CH2:8][CH2:7][C@H:6]2[N:3]1[C:4](=[O:12])[C@@H:5]2[N+:10]#[C-:11].C([Li])CCC.[CH3:19][C:20]([CH3:22])=[O:21].C(O)(=O)C>O1CCCC1.CCCCCC>[CH3:1][C:2]1([CH3:13])[O:9][CH2:8][CH2:7][C@H:6]2[N:3]1[C:4](=[O:12])[C@@:5]2([C:20]([OH:21])([CH3:22])[CH3:19])[N+:10]#[C-:11]. Reported procedure: To a solution of (6R,7R)-2,2-dimethyl-7-isocyano-1-aza-3-oxabicyclo[4.2.0]octan-8-one (500 mg) in tetrahydrofuran (15 ml) was added a solution of n-butyllithium in hexane (2.33 ml of 1.55M solution) at -70° C. and the mixture was stirred at -70° C. for 15 minutes. A solution of acetone (0.265 ml) in tetrahydrofuran (2.4 ml) was added to the reaction mixture at -70° C. and the mixture was stirred at -70° C. for 25 minutes. Acetic acid (0.477 ml) was added to the mixture at -70° C. After stirring ... Product: COC(=O)Oc1ccc(-c2ccc(C(=O)O)cc2)cc1. RXN SMILES: [CH3:26][CH2:27][OH:28].[Cl:19][C:20](=[O:21])[O:22][CH3:23].[ClH:24].[Na+:18].[OH-:17].[OH2:25].[OH:1][c:2]1[cH:3][cH:4][c:5](-[c:8]2[cH:9][cH:10][c:11]([C:14](=[O:15])[OH:16])[cH:12][cH:13]2)[cH:6][cH:7]1>>[O:1]([c:2]1[cH:3][cH:4][c:5](-[c:8]2[cH:9][cH:10][c:11]([C:14](=[O:15])[OH:16])[cH:12][cH:13]2)[cH:6][cH:7]1)[C:20](=[O:21])[O:22][CH3:23]. Starting materials: CCO, COC(=O)Cl, Cl, [Na+], [OH-], O, O=C(O)c1ccc(-c2ccc(O)cc2)cc1. Starting materials: CCOc1cc(CN2CCC(NC(=O)c3cc(O)cc(OC)c3)CC2)cc(OCC)c1-c1ccc(F)cc1, CCN(C(C)C)C(C)C, CS(=O)(=O)Cl, ClCCl. Product: CCOc1cc(CN2CCC(NC(=O)c3cc(OC)cc(OS(C)(=O)=O)c3)CC2)cc(OCC)c1-c1ccc(F)cc1. As a reaction SMILES: [CH2:1]([CH3:2])[O:3][c:4]1[c:5](-[c:32]2[cH:33][cH:34][c:35]([F:38])[cH:36][cH:37]2)[c:6]([O:29][CH2:30][CH3:31])[cH:7][c:8]([CH2:10][N:11]2[CH2:12][CH2:13][CH:14]([NH:17][C:18]([c:19]3[cH:20][c:21]([OH:27])[cH:22][c:23]([O:25][CH3:26])[cH:24]3)=[O:28])[CH2:15][CH2:16]2)[cH:9]1.[CH2:44]([N:45]([CH:46]([CH3:47])[CH3:48])[CH:49]([CH3:50])[CH3:51])[CH3:52].[CH3:39][S:40]([Cl:41])(=[O:42])=[O:43].[Cl:53][CH2:54][Cl:55]>>[CH2:1]([CH3:2])[O:3][c:4]1[c:5](-[c:32]2[cH:33][cH:34][c:35]([F:38])[cH:36][cH:37]2)[c:6]([O:29][CH2:30][CH3:31])[cH:7][c:8]([CH2:10][N:11]2[CH2:12][CH2:13][CH:14]([NH:17][C:18]([c:19]3[cH:20][c:21]([O:27][S:40]([CH3:39])(=[O:42])=[O:43])[cH:22][c:23]([O:25][CH3:26])[cH:24]3)=[O:28])[CH2:15][CH2:16]2)[cH:9]1. Reactants: C(C)(=O)OC1=CC=CC2=CC=CC(=C12)C (8-methyl-1-naphthyl acetate), [Cl-].[Al+3].[Cl-].[Cl-] (aluminum chloride), O (Water), Cl (hydrochloric acid), C(C)(=O)OCC (ethyl acetate). The product is OC1=C(C=CC2=CC=CC(=C12)C)C(C)=O (1'-hydroxy-8'-methyl-2'-acetonaphthone). Reaction SMILES: C([O:4][C:5]1[C:14]2[C:9](=[CH:10][CH:11]=[CH:12][C:13]=2[CH3:15])[CH:8]=[CH:7][CH:6]=1)(=O)C.[Cl-].[Al+3].[Cl-].[Cl-].O.Cl.[C:22](OCC)(=[O:24])[CH3:23]>>[OH:4][C:5]1[C:14]2[C:9](=[CH:10][CH:11]=[CH:12][C:13]=2[CH3:15])[CH:8]=[CH:7][C:6]=1[C:22](=[O:24])[CH3:23] |f:1.2.3.4|. Reported procedure: 13 g of 8-methyl-1-naphthyl acetate and 13.8 g of aluminum chloride were reacted at 140° C. for 4 hours. Water, concentrated hydrochloric acid and ethyl acetate were added to the reaction mixture to dissolve all solid matters, followed by extraction with ethyl acetate. The organic phase was washed with a saturated saline solution, dried with anhydrous magnesium sulfate and concentrated under reduced pressure. The resultant residue was purified by silica gel column chromatography (7% ethyl acetat... The reactants are O=C(Cl)OCCCCl, Nc1cc([N+](=O)[O-])c(N)cc1Cl. Reaction SMILES: [Cl:13][C:14](=[O:15])[O:16][CH2:17][CH2:18][CH2:19][Cl:20].[Cl:1][c:2]1[c:3]([NH2:12])[cH:4][c:5]([N+:9](=[O:10])[O-:11])[c:6]([NH2:8])[cH:7]1>>[Cl:1][c:2]1[c:3]([NH:12][C:14](=[O:15])[O:16][CH2:17][CH2:18][CH2:19][Cl:20])[cH:4][c:5]([N+:9](=[O:10])[O-:11])[c:6]([NH2:8])[cH:7]1. Yields the product Nc1cc(Cl)c(NC(=O)OCCCCl)cc1[N+](=O)[O-]. The reactants are COC([C@H](C1CCCCC1)NC(C(CC1=CC=C(C=C1)C(N)=N)C(NCC1=CC=CC=C1)=O)=O)=O ([2-(R,S)-benzylcarbamoyl-3-(4-carbamimidoyl-phenyl)-propionylamino]-(S)-cyclohexyl-acetic acid methyl ester), C(C)#N (acetonitrile). The product is C(C1=CC=CC=C1)NC(=O)C(C(=O)N[C@H](C(=O)O)C1CCCCC1)CC1=CC=C(C=C1)C(N)=N ([2-(R,S)-Benzylcarbamoyl-3-(4-carbamimidoyl-phenyl)-propionylamino]-(S)-cyclohexyl-acetic Acid). The solvent is O (water). RXN SMILES: C[O:2][C:3](=[O:35])[C@@H:4]([NH:11][C:12](=[O:34])[CH:13]([C:24](=[O:33])[NH:25][CH2:26][C:27]1[CH:32]=[CH:31][CH:30]=[CH:29][CH:28]=1)[CH2:14][C:15]1[CH:20]=[CH:19][C:18]([C:21](=[NH:23])[NH2:22])=[CH:17][CH:16]=1)[CH:5]1[CH2:10][CH2:9][CH2:8][CH2:7][CH2:6]1.C(#N)C>O>[CH2:26]([NH:25][C:24]([CH:13]([CH2:14][C:15]1[CH:16]=[CH:17][C:18]([C:21](=[NH:22])[NH2:23])=[CH:19][CH:20]=1)[C:12]([NH:11][C@@H:4]([CH:5]1[CH2:10][CH2:9][CH2:8][CH2:7][CH2:6]1)[C:3]([OH:35])=[O:2])=[O:34])=[O:33])[C:27]1[CH:28]=[CH:29][CH:30]=[CH:31][CH:32]=1. Reported procedure: The above [2-(R,S)-benzylcarbamoyl-3-(4-carbamimidoyl-phenyl)-propionylamino]-(S)-cyclohexyl-acetic acid methyl ester was suspended in water/concentrated hydrochloric acid (1/1, 200 ml) and stirred at room temperature. After 8 days acetonitrile (100 ml) was added and stirred for 2 more days. The reaction mixture was filtered and poured into ice-water. The precipitate was collected by fractionized crystallization: Reactants: C(C)(C)(C)C1=CC=C(COC=2C=C(C(=O)NC3=C(C=CC=C3)S(N)(=O)=O)C=CC2)C=C1 (3-(4-t-butylbenzyloxy)-N-(2-sulfamoylphenyl)benzamide), C(CCCCCCCCC)(=O)Cl (decanoyl chloride). The reagents and catalysts are CN(C1=CC=NC=C1)C (4-dimethylaminopyridine). Solvent: solution. Run at time 1 hour. Yields the product C(C)(C)(C)C1=CC=C(COC=2C=C(C(=O)NC3=C(C=CC=C3)S(=O)(=O)NC(CCCCCCCCC)=O)C=CC2)C=C1 (N-[2-[3-(4-t-Buylbenzyloxy)benzamido]benzenesulfonyl]decanamide). The yield is 90.3%. Reaction SMILES: [C:1](Cl)(=[O:11])[CH2:2][CH2:3][CH2:4][CH2:5][CH2:6][CH2:7][CH2:8][CH2:9][CH3:10].[C:13]([C:17]1[CH:43]=[CH:42][C:20]([CH2:21][O:22][C:23]2[CH:24]=[C:25]([CH:39]=[CH:40][CH:41]=2)[C:26]([NH:28][C:29]2[CH:34]=[CH:33][CH:32]=[CH:31][C:30]=2[S:35](=[O:38])(=[O:37])[NH2:36])=[O:27])=[CH:19][CH:18]=1)([CH3:16])([CH3:15])[CH3:14]>CN(C)C1C=CN=CC=1>[C:13]([C:17]1[CH:43]=[CH:42][C:20]([CH2:21][O:22][C:23]2[CH:24]=[C:25]([CH:39]=[CH:40][CH:41]=2)[C:26]([NH:28][C:29]2[CH:34]=[CH:33][CH:32]=[CH:31][C:30]=2[S:35]([NH:36][C:1](=[O:11])[CH2:2][CH2:3][CH2:4][CH2:5][CH2:6][CH2:7][CH2:8][CH2:9][CH3:10])(=[O:37])=[O:38])=[O:27])=[CH:19][CH:18]=1)([CH3:16])([CH3:14])[CH3:15]. Reported procedure: In a stream of nitrogen and at 0° C., 0.24 ml (1.10 mmol) of decanoyl chloride was added to an anhydrous tetrahydrofuan (10 ml) solution containing 438 mg (1.00 mmol) of 3-(4-t-butylbenzyloxy)-N-(2-sulfamoylphenyl)benzamide produced in Reference Example 2 and 249 mg (2.00 mmol) of 4-dimethylaminopyridine, the mixture was stirred at room temperature for 1 hour and then the solvent was evaporated under a reduced pressure. The resulting residue was dissolved in ethyl acetate, washed with water, a p... The reactants are CCC(NS(=O)C(C)(C)C)c1ccc(S(C)(=O)=O)nc1, CO, Cl, C1COCCO1. Product: CCC(N)c1ccc(S(C)(=O)=O)nc1, Cl. Reaction SMILES: [CH3:1][S:2](=[O:3])(=[O:4])[c:5]1[cH:6][cH:7][c:8]([CH:11]([CH2:12][CH3:13])[NH:14][S:15]([C:16]([CH3:17])([CH3:18])[CH3:19])=[O:20])[cH:9][n:10]1.[CH3:28][OH:29].[ClH:21].[O:22]1[CH2:23][CH2:24][O:25][CH2:26][CH2:27]1>>[CH3:1][S:2](=[O:3])(=[O:4])[c:5]1[cH:6][cH:7][c:8]([CH:11]([CH2:12][CH3:13])[NH2:14])[cH:9][n:10]1.[ClH:21].